This data is from the Open Reaction Database (ORD), a public repository of structured organic reaction records. The task is: describe an organic reaction: reactants, conditions, products, and yield Starting materials: C(C(=C)C)(=O)O (methacrylic acid), C(C)(C)(C)OOC(C)(C)C (di-t-butyl peroxide), C(C=1C(C(=O)OCC)=CC=CC1)(=O)OCC (diethyl phthalate), C1(\C=C/C(=O)O1)=O (maleic anhydride), C(C(=C)C)(=O)O (methacrylic acid), C(C(=C)C)(=O)O (methacrylic acid). The solvent is O (water). Run at time 10 minute. Product: C(C(=C)C)(=O)[O-].C(\C=C/C(=O)[O-])(=O)[O-] (methacrylate maleate). Reaction SMILES: C1(=O)OC(=O)C=C1.[C:8]([OH:13])(=[O:12])[C:9]([CH3:11])=[CH2:10].C(OOC(C)(C)C)(C)(C)C.[C:24]([O:37]CC)(=[O:36])[C:25]1[C:26](=CC=CC=1)[C:27]([O:29]CC)=[O:28]>O>[C:8]([O-:13])(=[O:12])[C:9]([CH3:11])=[CH2:10].[C:24]([O-:37])(=[O:36])/[CH:25]=[CH:26]\[C:27]([O-:29])=[O:28] |f:5.6|. Procedure: The preparation of Example 4 is repeated with the exception that 39 g (0.40) mole maleic anhydride is copolymerized with 52 g (0.60 mole) methacrylic acid in the presence of 14 g di-t-butyl peroxide initiator and 945 g diethyl phthalate in a 2000 ml flask, the methacrylic acid is added over a 20-minute period at a polymerization temperature of 150° C., the reaction solution is held at the polymerization temperature for 10 minutes following the methacrylic acid addition, and the copolymer is hydr...